From a dataset of the Open Reaction Database (ORD), a public repository of structured organic reaction records. describe an organic reaction: reactants, conditions, products, and yield The reactants are BrC1=CC(=C(C=C1)NC(=O)NNC(C[C@H]1CN(CC1)C(=O)OC(C)(C)C)=O)F (1,1-dimethylethyl (3S)-3-[2-(2-{[(4-bromo-2-fluorophenyl)amino]carbonyl}hydrazino)-2-oxoethyl]-1-pyrrolidinecarboxylate), C([O-])([O-])=O.[K+].[K+] (potassium carbonate), C1(CC1)C(=O)Cl (cyclopropanecarbonyl chloride), amine. The solvent is O (water), ClCCl (dichloromethane). Reaction conditions: time 8 hour. Yields the product BrC1=CC(=C(C=C1)N1C(NN=C1C[C@H]1CN(CC1)C(=O)C1CC1)=O)F (4-(4-bromo-2-fluorophenyl)-5-{[(3S)-1-(cyclopropylcarbonyl)-3-pyrrolidinyl]methyl}-2,4-dihydro-3H-1,2,4-triazol-3-one). Reaction SMILES: [Br:1][C:2]1[CH:7]=[CH:6][C:5]([NH:8][C:9]([NH:11][NH:12][C:13](=O)[CH2:14][C@@H:15]2[CH2:19][CH2:18][N:17]([C:20]([O:22]C(C)(C)C)=O)[CH2:16]2)=[O:10])=[C:4]([F:28])[CH:3]=1.C(=O)([O-])[O-].[K+].[K+].[CH:35]1(C(Cl)=O)[CH2:37][CH2:36]1>O.ClCCl>[Br:1][C:2]1[CH:7]=[CH:6][C:5]([N:8]2[C:13]([CH2:14][C@@H:15]3[CH2:19][CH2:18][N:17]([C:20]([CH:35]4[CH2:37][CH2:36]4)=[O:22])[CH2:16]3)=[N:12][NH:11][C:9]2=[O:10])=[C:4]([F:28])[CH:3]=1 |f:1.2.3|. Procedure details: A solution of 1,1-dimethylethyl (3S)-3-[2-(2-{[(4-bromo-2-fluorophenyl)amino]carbonyl}hydrazino)-2-oxoethyl]-1-pyrrolidinecarboxylate (3.59 mmol) in water (150 mL) was treated with potassium carbonate (17.96 mmol). The reaction was heated to reflux and was stirred overnight. A white solid had formed on the top of the aqueous solution. The reaction was allowed to cool to room temperature. Analysis by LCMS indicated complete consumption of the starting material and the mixture was concentrated to ...